This data is from the Open Reaction Database (ORD), a public repository of structured organic reaction records. The task is: describe an organic reaction: reactants, conditions, products, and yield Starting materials: Cl (HCl), P(OC)(OC)OC (P(OCH3)3), C(Br)(Br)(Br)Br (CBr4), ClC1=C(C=CC=C1)C1=NNC2=NC(=NC(=C21)NC[C@H](C)O)OC2=C(C=C(C=C2)F)F ((S)-1-[3-(2-chlorophenyl)-6-(2,4-difluorophenoxy)-1H-pyrazolo[3,4-d]pyrimidin-4-ylamino]propan-2-ol). Run in N1=CC=CC=C1 (pyridine). Reaction conditions: temperature 0 celsius. Product: COP(OC(CNC1=C2C(=NC(=N1)OC1=C(C=C(C=C1)F)F)NN=C2C2=C(C=CC=C2)Cl)C)(OC)=O (phosphoric acid 2-[3-(2-chloro-phenyl)-6-(2,4-difluoro-phenoxy)-1H-pyrazolo[3,4-d]pyrimidin-4-ylamino]-1-methyl-ethyl ester dimethyl ester). RXN SMILES: [Cl:1][C:2]1[CH:7]=[CH:6][CH:5]=[CH:4][C:3]=1[C:8]1[C:16]2[C:11](=[N:12][C:13]([O:22][C:23]3[CH:28]=[CH:27][C:26]([F:29])=[CH:25][C:24]=3[F:30])=[N:14][C:15]=2[NH:17][CH2:18][C@@H:19]([OH:21])[CH3:20])[NH:10][N:9]=1.[P:31]([O:36]C)([O:34][CH3:35])[O:32][CH3:33].C(Br)(Br)(Br)Br.Cl>N1C=CC=CC=1>[CH3:33][O:32][P:31](=[O:36])([O:34][CH3:35])[O:21][CH:19]([CH3:20])[CH2:18][NH:17][C:15]1[N:14]=[C:13]([O:22][C:23]2[CH:28]=[CH:27][C:26]([F:29])=[CH:25][C:24]=2[F:30])[N:12]=[C:11]2[NH:10][N:9]=[C:8]([C:3]3[CH:4]=[CH:5][CH:6]=[CH:7][C:2]=3[Cl:1])[C:16]=12. Procedure: (S)-1-[3-(2-chlorophenyl)-6-(2,4-difluorophenoxy)-1H-pyrazolo[3,4-d]pyrimidin-4-ylamino]propan-2-ol (2.5 g, 5.79 mmol) was dissolved in 20 mL pyridine at room temperature, and the mixture was cooled to 0° C. with stirring. P(OCH3)3 (1.93 mL, excess) and CBr4 (0.96 g) were added slowly, and the reaction mixture was allowed to warm up to room temperature over 20 minutes with stirring. The reaction mixture was poured into cold 1N HCl, and the resulting solution was extracted with EtOAc. The combine... Reactants: NC1=NNC=N1 (3-amino-1,2,4-triazole), CC(CC(C)(C)C)(C)[N+]#[C-] (1,1,3,3-tetramethylbutylisonitrile), CC1=C(C=O)C=CC(=C1)C (2,4-dimethylbenzaldehyde). Solvent: Cl(=O)(=O)(=O)O (perchloric acid). The product is CC1=C(C=CC(=C1)C)C=1N=C2N(NC=N2)C1NC(CC(C)(C)C)(C)C ([5-(2,4-dimethyl-phenyl)-imidazo[1,2-b][1,2,4]triazol-6-yl]-(1,1,3,3-tetramethyl-butyl)-amine). Reaction SMILES: [NH2:1][C:2]1[N:6]=[CH:5][NH:4][N:3]=1.[CH3:7][C:8]([N+:15]#[C-:16])([CH3:14])[CH2:9][C:10]([CH3:13])([CH3:12])[CH3:11].[CH3:17][C:18]1[CH:25]=[C:24]([CH3:26])[CH:23]=[CH:22][C:19]=1[CH:20]=O>Cl(O)(=O)(=O)=O>[CH3:17][C:18]1[CH:25]=[C:24]([CH3:26])[CH:23]=[CH:22][C:19]=1[C:20]1[N:1]=[C:2]2[N:6]=[CH:5][NH:4][N:3]2[C:16]=1[NH:15][C:8]([CH3:14])([CH3:7])[CH2:9][C:10]([CH3:13])([CH3:12])[CH3:11]. Procedure details: Compound 53 was prepared in accordance with the general synthesis instructions from 1.0 ml (0.1 mmol) 3-amino-1,2,4-triazole solution (0.1 M, MC), 0.575 ml (0.115 mmol) 1,1,3,3-tetramethylbutylisonitrile solution (0.2 M, MC), 0.500 ml (0.15 mmol) 2,4-dimethylbenzaldehyde solution (0.3 M, MC) and 10 μl perchloric acid (w=20%). The reactants are C(/C(/Cl)=C(/Cl)\C=O)(=O)O (mucochloric acid), FC(C=1C=C(C=C(C1)C(F)(F)F)NN)(F)F (3,5-bis-(trifluoromethyl)phenylhydrazine). Solvent: C(C)O (ethanol). Run at time 1 hour. The product is ClC=1C=NN(C(C1Cl)=O)C1=CC(=CC(=C1)C(F)(F)F)C(F)(F)F (4,5-dichloro-1-[3,5-bis(trifluoromethyl)-phenyl]-1,6-dihydro-6-oxopyridazine). Yield: 90.8%. RXN SMILES: [C:1](O)(=O)/[C:2](=[C:4](\[CH:6]=[O:7])/[Cl:5])/[Cl:3].[F:10][C:11]([F:25])([F:24])[C:12]1[CH:13]=[C:14]([NH:22][NH2:23])[CH:15]=[C:16]([C:18]([F:21])([F:20])[F:19])[CH:17]=1>C(O)C>[Cl:3][C:2]1[CH:1]=[N:23][N:22]([C:14]2[CH:15]=[C:16]([C:18]([F:20])([F:21])[F:19])[CH:17]=[C:12]([C:11]([F:10])([F:24])[F:25])[CH:13]=2)[C:6](=[O:7])[C:4]=1[Cl:5]. Procedure: To a solution of 28.1 grams (0.166 mol.) of mucochloric acid dissolved in 120 milliliters of ethanol were added 37 grams (0.151 mol.) of 3,5-bis-(trifluoromethyl)phenylhydrazine. The mixture was stirred for about one hour, and then the ethanol was removed from the solution by evaporation under reduced pressure. Eighty milliliters of glacial acetic acid and 80 milliliters of acetic anhydride were added to the residue in one portion. The mixture was heated to reflux for four hours, and then cooled... The reactants are O=C(Cl)C(=O)Cl, CN1CCOCC1, ClCCl, O=C(O)CN1CCC(c2ccc(F)cc2)C1=O, Nc1ccc(C(F)(F)F)cn1. Product: O=C(CN1CCC(c2ccc(F)cc2)C1=O)Nc1ccc(C(F)(F)F)cn1. Reaction SMILES: [C:18]([Cl:19])(=[O:20])[C:21]([Cl:22])=[O:23].[CH3:35][N:36]1[CH2:37][CH2:38][O:39][CH2:40][CH2:41]1.[Cl:42][CH2:43][Cl:44].[F:1][c:2]1[cH:3][cH:4][c:5]([CH:8]2[C:9](=[O:17])[N:10]([CH2:13][C:14](=[O:15])[OH:16])[CH2:11][CH2:12]2)[cH:6][cH:7]1.[F:24][C:25]([c:26]1[cH:27][cH:28][c:29]([NH2:32])[n:30][cH:31]1)([F:33])[F:34]>>[F:1][c:2]1[cH:3][cH:4][c:5]([CH:8]2[C:9](=[O:17])[N:10]([CH2:13][C:14](=[O:16])[NH:32][c:29]3[cH:28][cH:27][c:26]([C:25]([F:24])([F:33])[F:34])[cH:31][n:30]3)[CH2:11][CH2:12]2)[cH:6][cH:7]1. Reactants: NC1=CC=C(C=C1)N1CCC(CC1)NC(OC(C)(C)C)=O (tert-Butyl (1-(4-aminophenyl)piperidin-4-yl)carbamate), N1CCC(CC1)NC(OC(C)(C)C)=O (tert-butyl piperidin-4-ylcarbamate), FC1=CC=C(C=C1)[N+](=O)[O-] (1-fluoro-4-nitrobenzene). Product: [N+](=O)([O-])C1=CC=C(C=C1)N1CCC(CC1)NC(OC(C)(C)C)=O (tert-butyl (1-(4-nitrophenyl)piperidin-4-yl)carbamate). Reaction SMILES: NC1C=CC(N2CCC(NC(=O)OC(C)(C)C)CC2)=CC=1.[NH:22]1[CH2:27][CH2:26][CH:25]([NH:28][C:29](=[O:35])[O:30][C:31]([CH3:34])([CH3:33])[CH3:32])[CH2:24][CH2:23]1.F[C:37]1[CH:42]=[CH:41][C:40]([N+:43]([O-:45])=[O:44])=[CH:39][CH:38]=1>>[N+:43]([C:40]1[CH:41]=[CH:42][C:37]([N:22]2[CH2:23][CH2:24][CH:25]([NH:28][C:29](=[O:35])[O:30][C:31]([CH3:32])([CH3:34])[CH3:33])[CH2:26][CH2:27]2)=[CH:38][CH:39]=1)([O-:45])=[O:44]. Reported procedure: tert-Butyl (1-(4-aminophenyl)piperidin-4-yl)carbamate (G39) can be prepared by nucleophilic aromatic substitution of commercially available tert-butyl piperidin-4-ylcarbamate (G36) and 1-fluoro-4-nitrobenzene (G37) under thermal conditions to give tert-butyl (1-(4-nitrophenyl)piperidin-4-yl)carbamate (G38). Reduction of G38 with hydrogen in the presence of a catalyst, for example 10% palladium on charcoal gives tert-butyl (1-(4-aminophenyl)piperidin-4-yl)carbamate (G39).